Task: describe an organic reaction: reactants, conditions, products, and yield. Dataset: the Open Reaction Database (ORD), a public repository of structured organic reaction records Yields the product C(C)(=O)NC1=C(C=C2C(OC(=O)C2=C1)CCCC)[N+](=O)[O-] (6-Acetamido-3-butyl-5-nitro-phthalide). Reaction SMILES: [N+:1]([O-:4])(O)=[O:2].[C:5]([NH:8][C:9]1[CH:18]=[C:17]2[C:12]([CH:13]([CH2:19][CH2:20][CH2:21][CH3:22])[O:14][C:15]2=[O:16])=[CH:11][CH:10]=1)(=[O:7])[CH3:6]>>[C:5]([NH:8][C:9]1[CH:18]=[C:17]2[C:12]([CH:13]([CH2:19][CH2:20][CH2:21][CH3:22])[O:14][C:15]2=[O:16])=[CH:11][C:10]=1[N+:1]([O-:4])=[O:2])(=[O:7])[CH3:6]. Run at time 8 hour. Reactants: [N+](=O)(O)[O-] (nitric acid), C(C)(=O)NC1=CC=C2C(OC(=O)C2=C1)CCCC (6-Acetamido-3-butyl-phthalide). Procedure details: To 100 ml of stirred and ice-cold turning nitric acid (sp. gr. 1.50) there are added, in portions, 59 g (0.288 mol) of compound obtained in Example 7 with the temperature below 10° C. The resulting clear solution is put aside at room temperature overnight. The reaction material is poured into crushed ice, and the solid is filtered, washed with water, dried and crystallised from ethanol, giving the title compound. Reactants: CC(C)(C)NO, CCCCCCOc1ccc(C=O)cc1, c1ccccc1. The product is CCCCCCOc1ccc(C=[N+]([O-])C(C)(C)C)cc1. Reaction SMILES: [C:16]([CH3:17])([CH3:18])([CH3:19])[NH:20][OH:21].[CH2:1]([CH2:2][CH2:3][CH2:4][CH2:5][CH3:6])[O:7][c:8]1[cH:9][cH:10][c:11]([CH:12]=[O:13])[cH:14][cH:15]1.[cH:22]1[cH:23][cH:24][cH:25][cH:26][cH:27]1>>[CH2:1]([CH2:2][CH2:3][CH2:4][CH2:5][CH3:6])[O:7][c:8]1[cH:9][cH:10][c:11]([CH:12]=[N+:20]([C:16]([CH3:17])([CH3:18])[CH3:19])[O-:21])[cH:14][cH:15]1. Reactants: C(C1=CC=CC=C1)OC1=CC=C(C=C1)N1N=C(N(C1=O)CC1=CC=C(C=C1)C1=C(C=CC=C1)C1=NN=NN1C(C1=CC=CC=C1)(C1=CC=CC=C1)C1=CC=CC=C1)CCCC (2-[4-(benzyloxy)phenyl]-5-n-butyl-2,4-dihydro-4-[[2'-(N-trityltetrazol-5-yl)biphenyl-4-yl]methyl]-3H-1,2,4-triazol-3-one). The solvent is C(C)(=O)O (acetic acid). Conditions: time 8 hour. Product: C(C1=CC=CC=C1)OC1=CC=C(C=C1)N1N=C(N(C1=O)CC1=CC=C(C=C1)C1=C(C=CC=C1)C1=NN=NN1)CCCC (2-[4-(Benzyloxy)phenyl]-5-n-butyl-2,4-dihydro-4-[[2'-(5-tetrazolyl)biphenyl-4-yl]methyl]-3H-1,2,4-triazol-3-one). Yield: 43.0%. RXN SMILES: [CH2:1]([O:8][C:9]1[CH:14]=[CH:13][C:12]([N:15]2[C:19](=[O:20])[N:18]([CH2:21][C:22]3[CH:27]=[CH:26][C:25]([C:28]4[CH:33]=[CH:32][CH:31]=[CH:30][C:29]=4[C:34]4[N:38](C(C5C=CC=CC=5)(C5C=CC=CC=5)C5C=CC=CC=5)[N:37]=[N:36][N:35]=4)=[CH:24][CH:23]=3)[C:17]([CH2:58][CH2:59][CH2:60][CH3:61])=[N:16]2)=[CH:11][CH:10]=1)[C:2]1[CH:7]=[CH:6][CH:5]=[CH:4][CH:3]=1>C(O)(=O)C>[CH2:1]([O:8][C:9]1[CH:10]=[CH:11][C:12]([N:15]2[C:19](=[O:20])[N:18]([CH2:21][C:22]3[CH:27]=[CH:26][C:25]([C:28]4[CH:33]=[CH:32][CH:31]=[CH:30][C:29]=4[C:34]4[NH:35][N:36]=[N:37][N:38]=4)=[CH:24][CH:23]=3)[C:17]([CH2:58][CH2:59][CH2:60][CH3:61])=[N:16]2)=[CH:13][CH:14]=1)[C:2]1[CH:7]=[CH:6][CH:5]=[CH:4][CH:3]=1. Reported procedure: Deprotection of 2-[4-(benzyloxy)phenyl]-5-n-butyl-2,4-dihydro-4-[[2'-(N-trityltetrazol-5-yl)biphenyl-4-yl]methyl]-3H-1,2,4-triazol-3-one in 75% aqueous acetic acid was accomplished by the procedure of Example 5, Step C, except that the mixture was kept at 60° C. overnight. After work-up, the residue was flash chromatographed over silica gel (10 mL for 0.05 mmole; gradient elution with 2-5-10% methanol in CH2Cl2) to give a 43% yield of the title compound as a glassy solid, homogeneous by TLC in 1... Starting materials: NC(=O)CC(=O)O, Cn1cc(C=O)c([N+](=O)[O-])n1, c1ccncc1. Yields the product Cn1cc(C=C(C(N)=O)C(=O)O)c([N+](=O)[O-])n1. Reaction SMILES: [C:12]([CH2:13][C:14](=[O:15])[OH:16])(=[O:17])[NH2:18].[CH3:1][n:2]1[n:3][c:4]([N+:9](=[O:10])[O-:11])[c:5]([CH:7]=[O:8])[cH:6]1.[cH:19]1[cH:20][cH:21][n:22][cH:23][cH:24]1>>[CH3:1][n:2]1[n:3][c:4]([N+:9](=[O:10])[O-:11])[c:5]([CH:7]=[C:13]([C:12](=[O:17])[NH2:18])[C:14](=[O:15])[OH:16])[cH:6]1. The product is CC(=O)CCCNC(=O)OC(C)(C)C. Reaction SMILES: [Br-:18].[C:1]([CH3:2])([CH3:3])([CH3:4])[O:5][C:6]([NH:7][CH2:8][CH2:9][CH2:10][C:11]([N:12]([O:13][CH3:14])[CH3:15])=[O:16])=[O:17].[CH2:27]1[O:28][CH2:29][CH2:30][CH2:31]1.[CH3:19][Mg+:20].[K+:26].[S:21](=[O:22])(=[O:23])([OH:24])[O-:25]>>[C:1]([CH3:2])([CH3:3])([CH3:4])[O:5][C:6]([NH:7][CH2:8][CH2:9][CH2:10][C:11](=[O:16])[CH3:19])=[O:17]. Starting materials: [Br-], CON(C)C(=O)CCCNC(=O)OC(C)(C)C, C1CCOC1, C[Mg+], [K+], O=S(=O)([O-])O. The reactants are FC=1C=C(CN2C(C(CC2)N2C[C@@H]([C@H](CC2)C2=CC=C(C=C2)O)O)=O)C=CC1C (1-(3-fluoro-4-methylbenzyl)-3-((3R,4R)-3-hydroxy-4-(4-hydroxyphenyl)-piperidin-1-yl)pyrrolidin-2-one), CCN(CC)S(F)(F)F (DAST). Run in C([O-])(O)=O (bicarbonate), C(Cl)Cl (DCM). Reaction conditions: time 2 hour. Yields the product F[C@H]1CN(CC[C@@H]1C1=CC=C(C=C1)O)C1C(N(CC1)CC1=CC(=C(C=C1)C)F)=O (3-((3R,4R)-3-fluoro-4-(4-hydroxyphenyl)piperidin-1-yl)-1-(3-fluoro-4-methylbenzyl)pyrrolidin-2-one). Isolated yield 54.2%. Reaction SMILES: [F:1][C:2]1[CH:3]=[C:4]([CH:26]=[CH:27][C:28]=1[CH3:29])[CH2:5][N:6]1[CH2:10][CH2:9][CH:8]([N:11]2[CH2:16][CH2:15][C@H:14]([C:17]3[CH:22]=[CH:21][C:20]([OH:23])=[CH:19][CH:18]=3)[C@@H:13](O)[CH2:12]2)[C:7]1=[O:25].CCN(S(F)(F)[F:36])CC>C(Cl)Cl.C(=O)(O)[O-]>[F:36][C@@H:13]1[C@@H:14]([C:17]2[CH:22]=[CH:21][C:20]([OH:23])=[CH:19][CH:18]=2)[CH2:15][CH2:16][N:11]([CH:8]2[CH2:9][CH2:10][N:6]([CH2:5][C:4]3[CH:26]=[CH:27][C:28]([CH3:29])=[C:2]([F:1])[CH:3]=3)[C:7]2=[O:25])[CH2:12]1. Reported procedure: To a solution of 1-(3-fluoro-4-methylbenzyl)-3-((3R,4R)-3-hydroxy-4-(4-hydroxyphenyl)-piperidin-1-yl)pyrrolidin-2-one (from step F, 1.9 g, 4.8 mmol) in DCM (35 mL) at 0° C. was added DAST (3.2 mL, 23.8 mmol) under nitrogen. The reaction mixture was allowed to warm to rt and stirred for 2 h, and then diluted with saturated bicarbonate solution and extracted with 200 mL of DCM. The organic layer was dried over Na2SO4, filtered, and evaporated under reduced pressure to give a crude product which wa... Starting materials: CCOC(C)=O, O=C(O)C(F)(F)F, Nc1ncc(-c2nc(N3CCOCC3)c3nc(N4CCNCC4)n(CC(F)(F)F)c3n2)cn1, C1CCOC1, O=Cn1nnc2ccccc21. The product is Nc1ncc(-c2nc(N3CCOCC3)c3nc(N4CCN(C=O)CC4)n(CC(F)(F)F)c3n2)cn1. Reaction SMILES: [CH3:57][CH2:58][O:59][C:60](=[O:61])[CH3:62].[F:12][C:13]([F:14])([F:15])[C:16]([OH:17])=[O:18].[O:19]1[CH2:20][CH2:21][N:22]([c:25]2[c:26]3[n:27][c:28]([N:46]4[CH2:47][CH2:48][NH:49][CH2:50][CH2:51]4)[n:29]([CH2:41][C:42]([F:43])([F:44])[F:45])[c:30]3[n:31][c:32](-[c:34]3[cH:35][n:36][c:37]([NH2:40])[n:38][cH:39]3)[n:33]2)[CH2:23][CH2:24]1.[O:52]1[CH2:53][CH2:54][CH2:55][CH2:56]1.[n:1]1([CH:10]=[O:11])[c:2]2[cH:3][cH:4][cH:5][cH:6][c:7]2[n:8][n:9]1>>[CH:10](=[O:11])[N:49]1[CH2:48][CH2:47][N:46]([c:28]2[n:27][c:26]3[c:25]([N:22]4[CH2:21][CH2:20][O:19][CH2:24][CH2:23]4)[n:33][c:32](-[c:34]4[cH:35][n:36][c:37]([NH2:40])[n:38][cH:39]4)[n:31][c:30]3[n:29]2[CH2:41][C:42]([F:43])([F:44])[F:45])[CH2:51][CH2:50]1.